Dataset: the Open Reaction Database (ORD), a public repository of structured organic reaction records. Task: describe an organic reaction: reactants, conditions, products, and yield Starting materials: CCOC(=O)C(C(=O)OCC)C(=O)OCC, CP(C)C, Cc1ccccc1, CC(C)c1nc2c(n1Cc1ccc(Cl)cc1)C(O)CCC2, CC(C)OC(=O)N=NC(=O)OC(C)C, C1CCOC1. The product is CCOC(=O)C(C(=O)OCC)(C(=O)OCC)C1CCCc2nc(C(C)C)n(Cc3ccc(Cl)cc3)c21. RXN SMILES: [CH2:22]([CH3:23])[O:24][C:25](=[O:26])[CH:27]([C:28](=[O:29])[O:30][CH2:31][CH3:32])[C:33](=[O:34])[O:35][CH2:36][CH3:37].[CH3:38][P:39]([CH3:40])[CH3:41].[CH3:56][c:57]1[cH:58][cH:59][cH:60][cH:61][cH:62]1.[Cl:1][c:2]1[cH:3][cH:4][c:5]([CH2:8][n:9]2[c:10]([CH:19]([CH3:20])[CH3:21])[n:11][c:12]3[c:13]2[CH:14]([OH:18])[CH2:15][CH2:16][CH2:17]3)[cH:6][cH:7]1.[O:42]=[C:43]([O:44][CH:45]([CH3:46])[CH3:47])[N:48]=[N:49][C:50]([O:51][CH:52]([CH3:53])[CH3:54])=[O:55].[O:63]1[CH2:64][CH2:65][CH2:66][CH2:67]1>>[Cl:1][c:2]1[cH:3][cH:4][c:5]([CH2:8][n:9]2[c:10]([CH:19]([CH3:20])[CH3:21])[n:11][c:12]3[c:13]2[CH:14]([C:27]([C:25]([O:24][CH2:22][CH3:23])=[O:26])([C:28](=[O:29])[O:30][CH2:31][CH3:32])[C:33](=[O:34])[O:35][CH2:36][CH3:37])[CH2:15][CH2:16][CH2:17]3)[cH:6][cH:7]1. Reactants: Cl.C(C)NC\C=C\C#CC(C)(C)C ((E)-N-ethyl-6,6-dimethyl-2-hepten-4-ynylamine hydrochloride), C([O-])([O-])=O.[K+].[K+] (potassium carbonate), BrCC=1C=C(C=CC1)N1C(C=2C(C1=O)=CC=CC2)=O (N-(3-bromomethylphenyl)phthalimide). The solvent is CN(C=O)C (dimethylformamide). Conditions: time 8 hour. Product: CC(C#C/C=C/CN(CC)CC1=CC(=CC=C1)N1C(C=2C(C1=O)=CC=CC2)=O)(C)C ((E)-N-(6,6-dimethyl-2-hepten-4-ynyl)-N-ethyl-3-phthalimidobenzylamine). Yield: 72.5%. Reaction SMILES: Br[CH2:2][C:3]1[CH:4]=[C:5]([N:9]2[C:13](=[O:14])[C:12]3=[CH:15][CH:16]=[CH:17][CH:18]=[C:11]3[C:10]2=[O:19])[CH:6]=[CH:7][CH:8]=1.Cl.[CH2:21]([NH:23][CH2:24]/[CH:25]=[CH:26]/[C:27]#[C:28][C:29]([CH3:32])([CH3:31])[CH3:30])[CH3:22].C(=O)([O-])[O-].[K+].[K+]>CN(C)C=O>[CH3:30][C:29]([CH3:31])([CH3:32])[C:28]#[C:27]/[CH:26]=[CH:25]/[CH2:24][N:23]([CH2:2][C:3]1[CH:8]=[CH:7][CH:6]=[C:5]([N:9]2[C:13](=[O:14])[C:12]3=[CH:15][CH:16]=[CH:17][CH:18]=[C:11]3[C:10]2=[O:19])[CH:4]=1)[CH2:21][CH3:22] |f:1.2,3.4.5|. Procedure: 6.0 g of N-(3-bromomethylphenyl)phthalimide [synthesized by brominating N-(m-tolyl)phthalimide with N-bromosuccinimide in carbon tetrachloride] was dissolved in 100 ml of dimethylformamide, and 3.82 g of (E)-N-ethyl-6,6-dimethyl-2-hepten-4-ynylamine hydrochloride and 7.87 g of potassium carbonate were added. The mixture was stirred overnight at room temperature. The reaction mixture was concentrated under reduced pressure. The residue was extracted with ethyl acetate-water and the organic layer ... Starting materials: solvent, FC1=C(C(=C(C=C1OC)OC)F)N (2,6-difluoro-3,5-dimethoxy-phenylamine), C(C)NC1=NC(=NC=C1C=O)SC (4-ethylamino-2-methylsulfanyl-pyrimidine-5-carbaldehyde), C12(C(=O)CC(CC1)C2(C)C)CS(=O)(=O)O (camphorsulfonic acid). Run in C1(=CC=CC=C1)C (toluene), C1(=CC=CC=C1)C (toluene). Product: FC1=C(C(=C(C=C1OC)OC)F)N=CC=1C(=NC(=NC1)SC)NCC ((5-[(2,6-Difluoro-3,5-dimethoxy-phenylimino)-methyl]-2-methylsulfanyl-pyrimidin-4-yl)-ethyl-amine). Reaction SMILES: [F:1][C:2]1[C:7]([O:8][CH3:9])=[CH:6][C:5]([O:10][CH3:11])=[C:4]([F:12])[C:3]=1[NH2:13].[CH2:14]([NH:16][C:17]1[C:22]([CH:23]=O)=[CH:21][N:20]=[C:19]([S:25][CH3:26])[N:18]=1)[CH3:15].C12(CS(O)(=O)=O)C(C)(C)C(CC1)CC2=O>C1(C)C=CC=CC=1>[F:1][C:2]1[C:7]([O:8][CH3:9])=[CH:6][C:5]([O:10][CH3:11])=[C:4]([F:12])[C:3]=1[N:13]=[CH:23][C:22]1[C:17]([NH:16][CH2:14][CH3:15])=[N:18][C:19]([S:25][CH3:26])=[N:20][CH:21]=1. Procedure: In a 500-mL round bottom flask, 3.00 g (15.86 mmol) of 2,6-difluoro-3,5-dimethoxy-phenylamine and 3.13 g (15.86 mmol) of 4-ethylamino-2-methylsulfanyl-pyrimidine-5-carbaldehyde in 150 mL of toluene with 1.11 g (4.76 mmol) of camphorsulfonic acid was fitted with a Dean Stark trap and heated at reflux. During the day, the toluene was drained 3 times from the finger, replenished with 100 mL of the solvent and continued heating at reflux under nitrogen atmosphere overnight. The toluene was concentra... RXN SMILES: [C:1]([CH3:2])([CH3:3])([CH3:4])[c:5]1[c:6]([OH:27])[c:7]([C:23]([CH3:24])([CH3:25])[CH3:26])[cH:8][c:9]([O:11][c:12]2[s:13][cH:14][c:15]([CH2:17][C:18](=[O:19])[O:20][CH2:21][CH3:22])[n:16]2)[cH:10]1.[CH3:31][CH2:32][OH:33].[Na+:29].[OH-:28].[OH2:30]>>[C:1]([CH3:2])([CH3:3])([CH3:4])[c:5]1[c:6]([OH:27])[c:7]([C:23]([CH3:24])([CH3:25])[CH3:26])[cH:8][c:9]([O:11][c:12]2[s:13][cH:14][c:15]([CH2:17][C:18](=[O:19])[OH:20])[n:16]2)[cH:10]1. The product is CC(C)(C)c1cc(Oc2nc(CC(=O)O)cs2)cc(C(C)(C)C)c1O. Starting materials: CCOC(=O)Cc1csc(Oc2cc(C(C)(C)C)c(O)c(C(C)(C)C)c2)n1, CCO, [Na+], [OH-], O. The reactants are C(C)(C)OC1=CC=C(C=N1)OC1=CC=C(C=C1)CC[C@H](C(C)C)N ((R)-1-{2-[4-(6-Isopropoxypyridin-3-yloxy)phenyl]ethyl}-2-methylpropylamine), C(C)(=O)OC(C)=O (acetic anhydride). Yields the product C(C)(C)OC1=CC=C(C=N1)OC1=CC=C(C=C1)CC[C@H](C(C)C)NC(C)=O (N—((R)-1-{2-[4-(6-Isopropoxypyridin-3-yloxy)phenyl]ethyl}-2-methylpropyl)-acetamide). Reaction SMILES: [CH:1]([O:4][C:5]1[N:10]=[CH:9][C:8]([O:11][C:12]2[CH:17]=[CH:16][C:15]([CH2:18][CH2:19][C@@H:20]([NH2:24])[CH:21]([CH3:23])[CH3:22])=[CH:14][CH:13]=2)=[CH:7][CH:6]=1)([CH3:3])[CH3:2].[C:25](OC(=O)C)(=[O:27])[CH3:26]>>[CH:1]([O:4][C:5]1[N:10]=[CH:9][C:8]([O:11][C:12]2[CH:17]=[CH:16][C:15]([CH2:18][CH2:19][C@@H:20]([NH:24][C:25](=[O:27])[CH3:26])[CH:21]([CH3:23])[CH3:22])=[CH:14][CH:13]=2)=[CH:7][CH:6]=1)([CH3:3])[CH3:2]. Reported procedure: (R)-1-{2-[4-(6-Isopropoxypyridin-3-yloxy)phenyl]ethyl}-2-methylpropylamine (48.7 mg, 0.148 mmol) was reacted with acetic anhydride in analogy to example 2a. Yield: 42 mg (77%), M+H+: 371.3.